From a dataset of the Open Reaction Database (ORD), a public repository of structured organic reaction records. describe an organic reaction: reactants, conditions, products, and yield Reactants: C1(=CC=CC=C1)C=1OC(=C(N1)C(=O)O)C(F)(F)F (2-phenyl-5-trifluoromethyl-oxazole-4-carboxylic acid), NC=1C=CC(=NC1)N(C(COC)=O)C (N-(5-amino-pyridin-2-yl)-2-methoxy-N-methyl-acetamide). The product is COCC(=O)N(C1=CC=C(C=N1)NC(=O)C=1N=C(OC1C(F)(F)F)C1=CC=CC=C1)C (2-phenyl-5-trifluoromethyl-oxazole-4-carboxylic acid {6-[(2-methoxy-acetyl)-methyl-amino]-pyridin-3-yl}-amide). Reaction SMILES: [C:1]1([C:7]2[O:8][C:9]([C:15]([F:18])([F:17])[F:16])=[C:10]([C:12]([OH:14])=O)[N:11]=2)[CH:6]=[CH:5][CH:4]=[CH:3][CH:2]=1.[NH2:19][C:20]1[CH:21]=[CH:22][C:23]([N:26]([CH3:32])[C:27](=[O:31])[CH2:28][O:29][CH3:30])=[N:24][CH:25]=1>>[CH3:30][O:29][CH2:28][C:27]([N:26]([CH3:32])[C:23]1[N:24]=[CH:25][C:20]([NH:19][C:12]([C:10]2[N:11]=[C:7]([C:1]3[CH:2]=[CH:3][CH:4]=[CH:5][CH:6]=3)[O:8][C:9]=2[C:15]([F:18])([F:17])[F:16])=[O:14])=[CH:21][CH:22]=1)=[O:31]. Reported procedure: With a procedure similar to example 16 above, 2-phenyl-5-trifluoromethyl-oxazole-4-carboxylic acid {6-[(2-methoxy-acetyl)-methyl-amino]-pyridin-3-yl}-amide was prepared from 2-phenyl-5-trifluoromethyl-oxazole-4-carboxylic acid and N-(5-amino-pyridin-2-yl)-2-methoxy-N-methyl-acetamide. LCMS calcd for C20H17F3N4O4 (m/e) 434, obsd 435 (M+H). Starting materials: CCCBr, O=Cc1cc(Br)ccc1O, O=C([O-])[O-], [K+], [K+], CN(C)C=O, O. Yields the product CCCOc1ccc(Br)cc1C=O. RXN SMILES: [Br:17][CH2:18][CH2:19][CH3:20].[Br:1][c:2]1[cH:3][cH:4][c:5]([OH:10])[c:6]([CH:7]=[O:8])[cH:9]1.[C:11](=[O:12])([O-:13])[O-:14].[K+:15].[K+:16].[O:22]=[CH:23][N:24]([CH3:25])[CH3:26].[OH2:21]>>[Br:1][c:2]1[cH:3][cH:4][c:5]([O:10][CH2:18][CH2:19][CH3:20])[c:6]([CH:7]=[O:8])[cH:9]1. The reactants are CCCCCC (hexane), C(CCC)[Li] (n-butyllithium), COC1=CC=C(COCCC(CO[Si](C)(C)C(C)(C)C)=O)C=C1 (4-(p-methoxybenzyloxy)-1-(t-butyldimethylsilyloxy)butan-2-one), C(C)(=O)OCC.CCCCCC (ethyl acetate hexane). The reagents and catalysts are [Br-].C[P+](C1=CC=CC=C1)(C1=CC=CC=C1)C1=CC=CC=C1 (methlytriphenylphosphonium bromide). The solvent is C1CCOC1 (THF), C1CCOC1 (THF). Conditions: time 0.5 hour. The product is COC1=CC=C(COCCC(=C)CO[Si](C)(C)C(C)(C)C)C=C1 (4-(p-Methoxybenzyloxy)-2-(t-butyldimethylsilyloxymethyl)but-1-ene). RXN SMILES: [CH3:1]CCCCC.C([Li])CCC.[CH3:12][O:13][C:14]1[CH:34]=[CH:33][C:17]([CH2:18][O:19][CH2:20][CH2:21][C:22](=O)[CH2:23][O:24][Si:25]([C:28]([CH3:31])([CH3:30])[CH3:29])([CH3:27])[CH3:26])=[CH:16][CH:15]=1.C(OCC)(=O)C.CCCCCC>[Br-].C[P+](C1C=CC=CC=1)(C1C=CC=CC=1)C1C=CC=CC=1.C1COCC1>[CH3:12][O:13][C:14]1[CH:34]=[CH:33][C:17]([CH2:18][O:19][CH2:20][CH2:21][C:22]([CH2:23][O:24][Si:25]([C:28]([CH3:31])([CH3:30])[CH3:29])([CH3:27])[CH3:26])=[CH2:1])=[CH:16][CH:15]=1 |f:3.4,5.6|. Reported procedure: Combine methlytriphenylphosphonium bromide (3.08 g, 8.61 mmol) with THF (50 mL) and add a hexane solution of n-butyllithium (3.8 mL, 2.5 M, 9.47 mmol). After the addition is complete stir at ambient temperature for 0.5 hour. Add 4-(p-methoxybenzyloxy)-1-(t-butyldimethylsilyloxy)butan-2-one (2.65 g, 7.82 mmol) in THF (10 mL) and stir for 0.5 hours. Quench the reaction with saturated ammonium chloride solution and partition it between diethyl ether and water, wash the organic layer with water and ... Reactants: C1=CC(=CC=C1CO)O (p-hydroxybenzyl alcohol), BrC(C(=O)OCC)C (ethyl 2-bromopropionate). Yields the product OCC1=CC=C(OC(C(=O)OCC)C)C=C1 (ethyl 2-[p-(hydroxymethyl)phenoxy]propionate). Isolated yield 79.7%. As a reaction SMILES: [CH:1]1[C:6]([CH2:7][OH:8])=[CH:5][CH:4]=[C:3]([OH:9])[CH:2]=1.Br[CH:11]([CH3:17])[C:12]([O:14][CH2:15][CH3:16])=[O:13]>>[OH:8][CH2:7][C:6]1[CH:5]=[CH:4][C:3]([O:9][CH:11]([CH3:17])[C:12]([O:14][CH2:15][CH3:16])=[O:13])=[CH:2][CH:1]=1. Procedure details: Using as starting materials 1.00 g of p-hydroxybenzyl alcohol and 1.61 g of ethyl 2-bromopropionate, 1.44 g of ethyl 2-[p-(hydroxymethyl)phenoxy]propionate was obtained in a manner similar to Reference Example 2. Reactants: CCCc1c(OCCCCCBr)ccc2c1OCCC2=O, O=C([O-])[O-], CCOC(=O)CCc1cc(-c2cc3ccccc3c(=O)o2)ccc1O, CCC(C)=O, [K+], [K+]. The product is CCCc1c(OCCCCCOc2ccc(-c3cc4ccccc4c(=O)o3)cc2CCC(=O)OCC)ccc2c1OCCC2=O. As a reaction SMILES: [Br:1][CH2:2][CH2:3][CH2:4][CH2:5][CH2:6][O:7][c:8]1[c:9]([CH2:19][CH2:20][CH3:21])[c:10]2[c:11]([cH:17][cH:18]1)[C:12](=[O:16])[CH2:13][CH2:14][O:15]2.[C:47](=[O:48])([O-:49])[O-:50].[CH2:22]([CH3:23])[O:24][C:25]([CH2:26][CH2:27][c:28]1[c:29]([OH:45])[cH:30][cH:31][c:32](-[c:34]2[o:35][c:36](=[O:44])[c:37]3[c:38]([cH:39]2)[cH:40][cH:41][cH:42][cH:43]3)[cH:33]1)=[O:46].[CH3:53][C:54](=[O:55])[CH2:56][CH3:57].[K+:51].[K+:52]>>[CH2:2]([CH2:3][CH2:4][CH2:5][CH2:6][O:7][c:8]1[c:9]([CH2:19][CH2:20][CH3:21])[c:10]2[c:11]([cH:17][cH:18]1)[C:12](=[O:16])[CH2:13][CH2:14][O:15]2)[O:45][c:29]1[c:28]([CH2:27][CH2:26][C:25]([O:24][CH2:22][CH3:23])=[O:46])[cH:33][c:32](-[c:34]2[o:35][c:36](=[O:44])[c:37]3[c:38]([cH:39]2)[cH:40][cH:41][cH:42][cH:43]3)[cH:31][cH:30]1.